This data is from the Open Reaction Database (ORD), a public repository of structured organic reaction records. The task is: describe an organic reaction: reactants, conditions, products, and yield The reactants are [OH-].[Na+] (sodium hydroxide), C1(C(C1C(=O)OC)C(=O)OC)C(=O)OC (Trimethyl cyclopropane-1,2,3-tricarboxylate), Cl (hydrochloric acid). Solvent: CO (methanol). Product: C1(C(C1C(=O)O)C(=O)O)C(=O)O (cyclopropane-1,2,3-tricarboxylic acid). Yield: 96.5%. RXN SMILES: [CH:1]1([C:12]([O:14]C)=[O:13])[CH:3]([C:4]([O:6]C)=[O:5])[CH:2]1[C:8]([O:10]C)=[O:9].[OH-].[Na+].Cl>CO>[CH:2]1([C:8]([OH:10])=[O:9])[CH:3]([C:4]([OH:6])=[O:5])[CH:1]1[C:12]([OH:14])=[O:13] |f:1.2|. Reported procedure: Trimethyl cyclopropane-1,2,3-tricarboxylate (20.6 g, 95.2 mmols) was dissolved in methanol (200 ml), followed by dropwise adding sodium hydroxide (23.7 g, 593 mmol) (dissolved in water (100 ml)) at room temperature, thereafter heating and reacting the mixture under reflux for one hour, cooling the reaction product, adding conc. hydrochloric acid (40 g, 1.1 mol), concentrating the reaction solution, adding acetone (200 ml) to the concentrated residue, heating the mixture under reflux for 2 hours,... Procedure details: NaH (57 mg, 1.4 mmol) was added in small portions to a mixture of 1′-(4-tert-butyl-3-methoxy-benzoyl)spiro[chromane-2,4′-piperidine]-4-one (250 mg, 0.61 mmol) in THF (2.5 mL) at 25° C. A solution of ethyl formate (74 μL, 0.90 mmol) in THF (0.5 mL) was added and the mixture was allowed to stir at 25° C. for 3 h before it was quenched with 0.5M aqueous HCl. The layers were separated and the aqueous layer was extracted with ethyl acetate (3×). The combined organics were washed with brine, dried ove... Isolated yield 18.8%. Reaction conditions: temperature 25 celsius, time 3 hour. Product: C(C)(C)(C)C1=C(C=C(C(=O)N2CCC3(CC2)OC2=CC=CC=C2C(C3=CO)=O)C=C1)OC (1′-(4-tert-butyl-3-methoxybenzoyl)-3-(hydroxymethylene)spiro[chroman-2,4′-piperidin]-4-one). RXN SMILES: [H-].[Na+].[C:3]([C:7]1[CH:30]=[CH:29][C:10]([C:11]([N:13]2[CH2:18][CH2:17][C:16]3([CH2:27][C:26](=[O:28])[C:25]4[C:20](=[CH:21][CH:22]=[CH:23][CH:24]=4)[O:19]3)[CH2:15][CH2:14]2)=[O:12])=[CH:9][C:8]=1[O:31][CH3:32])([CH3:6])([CH3:5])[CH3:4].[CH:33](OCC)=[O:34]>C1COCC1>[C:3]([C:7]1[CH:30]=[CH:29][C:10]([C:11]([N:13]2[CH2:14][CH2:15][C:16]3([C:27](=[CH:33][OH:34])[C:26](=[O:28])[C:25]4[C:20](=[CH:21][CH:22]=[CH:23][CH:24]=4)[O:19]3)[CH2:17][CH2:18]2)=[O:12])=[CH:9][C:8]=1[O:31][CH3:32])([CH3:6])([CH3:4])[CH3:5] |f:0.1|. The solvent is C1CCOC1 (THF), C1CCOC1 (THF). The reactants are [H-].[Na+] (NaH), C(C)(C)(C)C1=C(C=C(C(=O)N2CCC3(CC2)OC2=CC=CC=C2C(C3)=O)C=C1)OC (1′-(4-tert-butyl-3-methoxy-benzoyl)spiro[chromane-2,4′-piperidine]-4-one), C(=O)OCC (ethyl formate). Starting materials: C1(=CC=C(C=C1)S(=O)(=O)Cl)C (p-toluenesulfonyl chloride), NCCCNCCNCCCN (1,5,8,12-tetraazadodecane), O (H2O), O (H2O). Solvent: N1=CC=CC=C1 (pyridine), N1=CC=CC=C1 (pyridine). Run at time 2 hour. The product is C1(=CC=C(C=C1)S(=O)(=O)NCCCN(CCN(CCCNS(=O)(=O)C1=CC=C(C=C1)C)S(=O)(=O)C1=CC=C(C=C1)C)S(=O)(=O)C1=CC=C(C=C1)C)C (1,5,8,12-Tetra(p-toluenesulfonyl)-1,5,8,12-tetraazadodecane). Isolated yield 53.0%. Reaction SMILES: [C:1]1([CH3:11])[CH:6]=[CH:5][C:4]([S:7](Cl)(=[O:9])=[O:8])=[CH:3][CH:2]=1.[NH2:12][CH2:13][CH2:14][CH2:15][NH:16][CH2:17][CH2:18][NH:19][CH2:20][CH2:21][CH2:22][NH2:23].[OH2:24]>N1C=CC=CC=1>[C:1]1([CH3:11])[CH:6]=[CH:5][C:4]([S:7]([NH:23][CH2:22][CH2:21][CH2:20][N:19]([S:7]([C:4]2[CH:5]=[CH:6][C:1]([CH3:11])=[CH:2][CH:3]=2)(=[O:9])=[O:8])[CH2:18][CH2:17][N:16]([S:7]([C:4]2[CH:5]=[CH:6][C:1]([CH3:11])=[CH:2][CH:3]=2)(=[O:9])=[O:8])[CH2:15][CH2:14][CH2:13][NH:12][S:7]([C:4]2[CH:5]=[CH:6][C:1]([CH3:11])=[CH:2][CH:3]=2)(=[O:8])=[O:24])(=[O:9])=[O:8])=[CH:3][CH:2]=1. Reported procedure: To a stirred solution of p-toluenesulfonyl chloride (460 g, 2.41 mole) in pyridine (1.5 l) at 0° C. was added a solution of 1,5,8,12-tetraazadodecane (100 g, 0.574 mole) in pyridine (100 ml) under a dry argon atmosphere, maintaining the temperature ≤50° C. The addition required 1 h. The mixture was allowed to cool to room temperature and was stirred for 2 h. H2O (3 l) was slowly added to the cooled (ice bath) mixture. The resulting brown solid was filtered and washed thoroughly with H2O. The cru... Reactants: BrC=1C=C2C(C(NC(C2=CC1)=O)=O)=COC (6-bromo-4-methoxymethylene-4H-isoquinoline-1,3-dione), NC=1C=C2C=CC=NC2=CC1 (6-aminoquinoline). Run in CN(C=O)C (N,N-dimethylformamide). Conditions: temperature 110 celsius. Yields the product BrC=1C=C2/C(/C(NC(C2=CC1)=O)=O)=C/NC=1C=C2C=CC=NC2=CC1 ((4Z)-6-Bromo-4-[(quinolin-6-ylamino)methylene]isoquinoline-1,3(2H,4H)-dione). Isolated yield 85.7%. Reaction SMILES: [Br:1][C:2]1[CH:3]=[C:4]2[C:9](=[CH:10][CH:11]=1)[C:8](=[O:12])[NH:7][C:6](=[O:13])[C:5]2=[CH:14]OC.[NH2:17][C:18]1[CH:19]=[C:20]2[C:25](=[CH:26][CH:27]=1)[N:24]=[CH:23][CH:22]=[CH:21]2>CN(C)C=O>[Br:1][C:2]1[CH:3]=[C:4]2[C:9](=[CH:10][CH:11]=1)[C:8](=[O:12])[NH:7][C:6](=[O:13])/[C:5]/2=[CH:14]\[NH:17][C:18]1[CH:19]=[C:20]2[C:25](=[CH:26][CH:27]=1)[N:24]=[CH:23][CH:22]=[CH:21]2. Procedure: A mixture of 6-bromo-4-methoxymethylene-4H-isoquinoline-1,3-dione (141 mg, 0.5 mmol), 6-aminoquinoline (72.2 mg, 0.5 mmol) in 1 mL of N,N-dimethylformamide is heated at 110° C. for 0.5 h. After cooling in the refrigerator, the precipitate is collected, and washed with N,N-dimethylformamide (DMF) and ether to give 169 mg (85%) of yellow solid. MS (ESI) m/z 394.0, 396.0 (M+H)+1 Reactants: C1(=CC=CC=C1)CCOCCCCO (4-[2-phenylethoxy]butanol), [N+](=O)([O-])C1=C(C=CC=C1)[Se]C#N (2-nitrophenyl selenocyanate), C(CCC)P(CCCC)CCCC (tributylphosphine). Solvent: C1CCOC1 (THF), C1CCOC1 (THF). Conditions: time 8 hour. The product is C1(=CC=CC=C1)CCOCCC=C (4-[2-Phenylethoxy]butene). Yield: 91.7%. Reaction SMILES: [C:1]1([CH2:7][CH2:8][O:9][CH2:10][CH2:11][CH2:12][CH2:13]O)[CH:6]=[CH:5][CH:4]=[CH:3][CH:2]=1.[N+](C1C=CC=CC=1[Se]C#N)([O-])=O.C(P(CCCC)CCCC)CCC>C1COCC1>[C:1]1([CH2:7][CH2:8][O:9][CH2:10][CH2:11][CH:12]=[CH2:13])[CH:6]=[CH:5][CH:4]=[CH:3][CH:2]=1. Reported procedure: To a solution of 4-[2-phenylethoxy]butanol (3.16 g) and 2-nitrophenyl selenocyanate (4.0 g) in THF (50 ml) under argon was added tributylphosphine (4.5 ml) in THF (2 ml) dropwise over 30 min. After a further 2 hours at room temperature the solvent was removed under reduced pressure. A further 50 ml of THF was added and the mixture cooled to 0° at which point H2O2 (17 ml, 30% aqueous v/v) was added to the stirred solution over 1 hour. The mixture was allowed to warm to room temperature and stirri... Starting materials: C(C)(=O)OCC([C@]1([C@H](C[C@H]2[C@@H]3C[C@@H](C4=CC(C=C[C@]4(C)[C@H]3[C@H](C[C@]12C)O)=O)C)C)OCOCC)=O (21-acetoxy-17α-ethoxymethoxy-11β-hydroxy-6α,16β-dimethyl-1,4-pregnadiene-3,20-dione), [OH-].[K+] (potassium hydroxide). Solvent: C(C)(=O)O (acetic acid). Reaction conditions: temperature 0 celsius, time 30 minute. Product: C(C)OCO[C@]1(C(CO)=O)[C@H](C[C@H]2[C@@H]3C[C@@H](C4=CC(C=C[C@]4(C)[C@H]3[C@H](C[C@]12C)O)=O)C)C (17α-ethoxymethoxy-11β,21-dihydroxy-6α,16β-dimethyl-1,4-pregnadiene-3,20-dione). The yield is 73.5%. RXN SMILES: C([O:4][CH2:5][C:6](=[O:35])[C@:7]1([O:30][CH2:31][O:32][CH2:33][CH3:34])[C@:24]2([CH3:25])[C@H:10]([C@H:11]3[C@H:21]([C@@H:22]([OH:26])[CH2:23]2)[C@:19]2([CH3:20])[C:14](=[CH:15][C:16](=[O:27])[CH:17]=[CH:18]2)[C@@H:13]([CH3:28])[CH2:12]3)[CH2:9][C@@H:8]1[CH3:29])(=O)C.[OH-].[K+]>C(O)(=O)C>[CH2:33]([O:32][CH2:31][O:30][C@:7]1([C@:24]2([CH3:25])[C@H:10]([C@H:11]3[C@H:21]([C@@H:22]([OH:26])[CH2:23]2)[C@:19]2([CH3:20])[C:14](=[CH:15][C:16](=[O:27])[CH:17]=[CH:18]2)[C@@H:13]([CH3:28])[CH2:12]3)[CH2:9][C@@H:8]1[CH3:29])[C:6](=[O:35])[CH2:5][OH:4])[CH3:34] |f:1.2|. Procedure: A suspension of 0.7 g of 21-acetoxy-17α-ethoxymethoxy-11β-hydroxy-6α,16β-dimethyl-1,4-pregnadiene-3,20-dione in 8 ml of a 0.2N methanolic potassium hydroxide solution is stirred for 30 minutes at 0° C. and thereafter neutralized with 10% strength acetic acid. After performing the usual working-up steps, 470 mg of 17α-ethoxymethoxy-11β,21-dihydroxy-6α,16β-dimethyl-1,4-pregnadiene-3,20-dione is isolated, mp 100°-102° C. Starting materials: [BH4-].[Na+] (NaBH4), [OH-].[Na+] (NaOH), COC=1N=C2C(=CC=NC2=CC1)N1N=C2CCC(CC2=C1)N (2-(6-methoxy-[1,5]naphthyridin-4-yl)-4,5,6,7-tetrahydro-2H-indazol-5-ylamine), C(\C=C\C1=CC=CC=C1)=O (trans-cinnamaldehyde). The reagents and catalysts are CC(C)O[Ti](OC(C)C)(OC(C)C)OC(C)C (Ti(OiPr)4). Solvent: CO (CH3OH). Reaction conditions: time 3 hour. The product is COC=1N=C2C(=CC=NC2=CC1)N1N=C2CCC(CC2=C1)NCC=CC1=CC=CC=C1 ([2-(6-Methoxy-[1,5]naphthyridin-4-yl)-4,5,6,7-tetrahydro-2H-indazol-5-yl]-(3-phenyl-allyl)-amine). Isolated yield 48.6%. As a reaction SMILES: [CH3:1][O:2][C:3]1[N:4]=[C:5]2[C:10](=[CH:11][CH:12]=1)[N:9]=[CH:8][CH:7]=[C:6]2[N:13]1[CH:21]=[C:20]2[C:15]([CH2:16][CH2:17][CH:18]([NH2:22])[CH2:19]2)=[N:14]1.[CH:23](=O)/[CH:24]=[CH:25]/[C:26]1[CH:31]=[CH:30][CH:29]=[CH:28][CH:27]=1.[BH4-].[Na+].[OH-].[Na+]>CC(O[Ti](OC(C)C)(OC(C)C)OC(C)C)C.CO>[CH3:1][O:2][C:3]1[N:4]=[C:5]2[C:10](=[CH:11][CH:12]=1)[N:9]=[CH:8][CH:7]=[C:6]2[N:13]1[CH:21]=[C:20]2[C:15]([CH2:16][CH2:17][CH:18]([NH:22][CH2:23][CH:24]=[CH:25][C:26]3[CH:31]=[CH:30][CH:29]=[CH:28][CH:27]=3)[CH2:19]2)=[N:14]1 |f:2.3,4.5|. Procedure: To a suspension of 2-(6-methoxy-[1,5]naphthyridin-4-yl)-4,5,6,7-tetrahydro-2H-indazol-5-ylamine (50 mg, 0.17 mmol) and trans-cinnamaldehyde (20 mg, 0.15 mmol) in Ti(OiPr)4 (0.074 mL, 0.25 mmol) was added CH3OH (1 mL). The suspension was stirred for 3 h at RT. NaBH4 was added (9.0 mg, 0.24 mmol) and the reaction mixture was stirred for another 10 min, followed by the addition of 3 N NaOH (5 mL). The aqueous layer was extracted with EtOAc (3×20 mL). The combined organic layers were washed with bri... Product: CCOc1cc(C(C)(C)C)ncc1C1=NC(C)(c2ccc(Cl)cc2)C(C)(c2ccc(Cl)cc2)N1C(=O)N1CC2C(C1)C2C(=O)N1CC(O)C1. As a reaction SMILES: [C:1]([CH3:2])([CH3:3])([CH3:4])[c:5]1[cH:6][c:7]([O:43][CH2:44][CH3:45])[c:8]([C:11]2=[N:15][C:14]([CH3:16])([c:17]3[cH:18][cH:19][c:20]([Cl:23])[cH:21][cH:22]3)[C:13]([CH3:24])([c:25]3[cH:26][cH:27][c:28]([Cl:31])[cH:29][cH:30]3)[N:12]2[C:32](=[O:33])[N:34]2[CH2:35][CH:36]3[CH:37]([C:40](=[O:41])[OH:42])[CH:38]3[CH2:39]2)[cH:9][n:10]1.[NH:46]1[CH2:47][CH:48]([OH:50])[CH2:49]1>>[C:1]([CH3:2])([CH3:3])([CH3:4])[c:5]1[cH:6][c:7]([O:43][CH2:44][CH3:45])[c:8]([C:11]2=[N:15][C:14]([CH3:16])([c:17]3[cH:18][cH:19][c:20]([Cl:23])[cH:21][cH:22]3)[C:13]([CH3:24])([c:25]3[cH:26][cH:27][c:28]([Cl:31])[cH:29][cH:30]3)[N:12]2[C:32](=[O:33])[N:34]2[CH2:35][CH:36]3[CH:37]([C:40](=[O:41])[N:46]4[CH2:47][CH:48]([OH:50])[CH2:49]4)[CH:38]3[CH2:39]2)[cH:9][n:10]1. Reactants: CCOc1cc(C(C)(C)C)ncc1C1=NC(C)(c2ccc(Cl)cc2)C(C)(c2ccc(Cl)cc2)N1C(=O)N1CC2C(C1)C2C(=O)O, OC1CNC1. Reactants: [OH-].[Na+] (Sodium hydroxide), C(C)(=O)O[C@@H]1CC[C@@H]2CC[C@H]3[C@@H]4C[C@@H]([C@@H]([C@@]4(C)CC[C@@H]3[C@]2(C1)C)O)N1CCCCC1 (16β-(1-piperidinyl)-5α-androstane-2β,17β-diol 2-acetate), O (water). The solvent is CO (methanol). Yields the product N1(CCCCC1)[C@@H]1[C@@H]([C@]2(C)[C@@H](C1)[C@@H]1CC[C@H]3CC[C@H](C[C@]3(C)[C@H]1CC2)O)O (16β-(1-piperidinyl)-5α-androstane-2β,17β-diol). The yield is 76.4%. RXN SMILES: [OH-].[Na+].C([O:6][C@H:7]1[CH2:24][C@@:23]2([CH3:25])[C@@H:10]([CH2:11][CH2:12][C@@H:13]3[C@@H:22]2[CH2:21][CH2:20][C@@:18]2([CH3:19])[C@H:14]3[CH2:15][C@H:16]([N:27]3[CH2:32][CH2:31][CH2:30][CH2:29][CH2:28]3)[C@@H:17]2[OH:26])[CH2:9][CH2:8]1)(=O)C.O>CO>[N:27]1([C@H:16]2[CH2:15][C@H:14]3[C@H:13]4[C@H:22]([CH2:21][CH2:20][C@:18]3([CH3:19])[C@H:17]2[OH:26])[C@:23]2([CH3:25])[C@H:10]([CH2:9][CH2:8][C@@H:7]([OH:6])[CH2:24]2)[CH2:11][CH2:12]4)[CH2:32][CH2:31][CH2:30][CH2:29][CH2:28]1 |f:0.1|. Procedure details: Sodium hydroxide solution (60 ml; 4N) was added to a solution of 16β-(1-piperidinyl)-5α-androstane-2β,17β-diol 2-acetate (25.49 g) in methanol (120 ml) and the mixture was heated under reflux for 1 h. When the solution had cooled to room temperature, water (200 ml) was added to precipitate the product, which was filtered off and washed with water (3×200 ml). A solution of the crude solid in diethyl ether (150 ml) was washed neutral with water (2×200 ml), dried (MgSO4) and evaporated to dryness. ...